This data is from the Open Reaction Database (ORD), a public repository of structured organic reaction records. The task is: describe an organic reaction: reactants, conditions, products, and yield Reactants: [Cl-].[NH4+] (ammonium chloride), [H-].[Na+] (Sodium hydride), C(C)(C)(C)OC(=O)N1CC(C1)O (3-hydroxyazetidine-1-carboxylic acid t-butyl ester), BrCCF (1-Bromo-2-fluoroethane). Run in C(C)(=O)OCC (ethyl acetate), CN(C)C=O (DMF). Reaction conditions: time 30 minute. The product is C(C)(C)(C)OC(=O)N1CC(C1)OCCF (3-(2-fluoroethoxy)azetidine-1-carboxylic acid t-butyl ester). Isolated yield 46.0%. RXN SMILES: [H-].[Na+].[C:3]([O:7][C:8]([N:10]1[CH2:13][CH:12]([OH:14])[CH2:11]1)=[O:9])([CH3:6])([CH3:5])[CH3:4].Br[CH2:16][CH2:17][F:18].[Cl-].[NH4+]>C(OCC)(=O)C.CN(C=O)C>[C:3]([O:7][C:8]([N:10]1[CH2:13][CH:12]([O:14][CH2:16][CH2:17][F:18])[CH2:11]1)=[O:9])([CH3:6])([CH3:4])[CH3:5] |f:0.1,4.5|. Reported procedure: 60% Sodium hydride (0.18 g) was added to a DMF (5.0 mL) solution of 3-hydroxyazetidine-1-carboxylic acid t-butyl ester (0.52 g) under ice cooling, and the mixture was stirred for 30 minutes at room temperature. 1-Bromo-2-fluoroethane (0.45 mL) was added under ice cooling, and the mixture was stirred for 2 hours at room temperature, then for 1.5 hours at 50° C., and further for 1.5 hours at 70° C. The reaction mixture was cooled to room temperature, and ethyl acetate and a saturated aqueous solut... Starting materials: CC(C)(C)[Si](C)(C)OCC=O, CC(=O)O[BH-](OC(C)=O)OC(C)=O, ClCCl, CC(=O)O, Cc1nc(-c2cn3c(n2)-c2ccc(-c4cnn(C5CNC5)c4)cc2OCC3)n(C(C)C)n1, [Na+]. Product: Cc1nc(-c2cn3c(n2)-c2ccc(-c4cnn(C5CN(CCO[Si](C)(C)C(C)(C)C)C5)c4)cc2OCC3)n(C(C)C)n1. RXN SMILES: [C:33]([CH3:34])([CH3:35])([CH3:36])[Si:37]([O:38][CH2:39][CH:40]=[O:41])([CH3:42])[CH3:43].[C:48]([O:49][BH-:50]([O:51][C:52](=[O:53])[CH3:54])[O:55][C:56](=[O:57])[CH3:58])(=[O:59])[CH3:60].[CH2:62]([Cl:63])[Cl:64].[CH3:44][C:45](=[O:46])[OH:47].[NH:1]1[CH2:2][CH:3]([n:5]2[n:6][cH:7][c:8](-[c:10]3[cH:11][c:12]4[c:13]([cH:31][cH:32]3)-[c:14]3[n:15][c:16](-[c:22]5[n:23]([CH:28]([CH3:29])[CH3:30])[n:24][c:25]([CH3:27])[n:26]5)[cH:17][n:18]3[CH2:19][CH2:20][O:21]4)[cH:9]2)[CH2:4]1.[Na+:61]>>[N:1]1([CH2:40][CH2:39][O:38][Si:37]([C:33]([CH3:34])([CH3:35])[CH3:36])([CH3:42])[CH3:43])[CH2:2][CH:3]([n:5]2[n:6][cH:7][c:8](-[c:10]3[cH:11][c:12]4[c:13]([cH:31][cH:32]3)-[c:14]3[n:15][c:16](-[c:22]5[n:23]([CH:28]([CH3:29])[CH3:30])[n:24][c:25]([CH3:27])[n:26]5)[cH:17][n:18]3[CH2:19][CH2:20][O:21]4)[cH:9]2)[CH2:4]1. The reactants are O=P12OP3(=O)OP(=O)(O1)OP(=O)(O2)O3 (P2O5), OS(=O)(=O)O (H2SO4), ClC1=C(C=CC=C1)C(C(=O)C(C(=O)OCC)C(=O)OCC)(C)C (Diethyl 2-(2-(2-chlorophenyl)-2-methylpropanoyl)malonate). Run at time 30 minute. The product is ClC=1C=CC=C2C(=C(C(C(C12)(C)C)=O)C(=O)OCC)O (ethyl 8-chloro-4-hydroxy-1,1-dimethyl-2-oxo-naphthalene-3-carboxylate). Isolated yield 28.3%. As a reaction SMILES: O=P12OP3(OP(OP(O3)(O1)=O)(=O)O2)=O.OS(O)(=O)=O.[Cl:20][C:21]1[CH:26]=[CH:25][CH:24]=[CH:23][C:22]=1[C:27]([CH3:42])([CH3:41])[C:28]([CH:30]([C:36]([O:38][CH2:39][CH3:40])=[O:37])[C:31]([O:33]CC)=O)=[O:29]>>[Cl:20][C:21]1[CH:26]=[CH:25][CH:24]=[C:23]2[C:22]=1[C:27]([CH3:42])([CH3:41])[C:28](=[O:29])[C:30]([C:36]([O:38][CH2:39][CH3:40])=[O:37])=[C:31]2[OH:33]. Procedure details: P2O5 (19.0 g, 134 mmol) was treated with concentrated H2SO4 (17.1 mL, 308 mmol) at 0° C., and the resulting mixture was stirred for 30 minutes. Diethyl 2-(2-(2-chlorophenyl)-2-methylpropanoyl)malonate (1.500 g, 3.83 mmol) was added, and the mixture was stirred at 25° C. for 1 hour. The solution was quenched with ice, and, on melting, was extracted with EtOAc (3×100 mL). The combined organic layers were washed with brine (100 mL), dried over MgSO4, and concentrated and dried in vacuo to give ethy...